The task is: describe an organic reaction: reactants, conditions, products, and yield. This data is from the Open Reaction Database (ORD), a public repository of structured organic reaction records. The reactants are C(C1=CC=CC=C1)[C@H]1NC(OC1)=O ((R)-4-benzyl-2-oxazolidinone), [Li]CCCC (n-BuLi), BrC1=CC=C(C=C1)CC(=O)Cl (2-(4-bromophenyl)acetyl chloride). The solvent is C1CCOC1 (THF), C1CCOC1 (THF). Run at temperature -78 celsius, time 10 minute. The product is C(C1=CC=CC=C1)[C@H]1N(C(OC1)=O)C(CC1=CC=C(C=C1)Br)=O ((R)-4-benzyl-3-(2-(4-bromophenyl)acetyl)oxazolidin-2-one). The yield is 80.5%. Reaction SMILES: [CH2:1]([C@@H:8]1[CH2:12][O:11][C:10](=[O:13])[NH:9]1)[C:2]1[CH:7]=[CH:6][CH:5]=[CH:4][CH:3]=1.[Li]CCCC.[Br:19][C:20]1[CH:25]=[CH:24][C:23]([CH2:26][C:27](Cl)=[O:28])=[CH:22][CH:21]=1>C1COCC1>[CH2:1]([C@@H:8]1[CH2:12][O:11][C:10](=[O:13])[N:9]1[C:27](=[O:28])[CH2:26][C:23]1[CH:24]=[CH:25][C:20]([Br:19])=[CH:21][CH:22]=1)[C:2]1[CH:3]=[CH:4][CH:5]=[CH:6][CH:7]=1. Procedure details: To a round bottom flask contained (R)-4-benzyl-2-oxazolidinone (800 mg, 4.51 mmol) in THF (10 mL), n-BuLi (2.83 mL, 1.6M, 4.52 mmol) was added at −78° C., dropwise. The solution was stirred at −78° C. for 10 min. A solution of 2-(4-bromophenyl)acetyl chloride (1.0 g, 4.28 mmol) in 10 mL THF was added. The solution was stirred −78° C. for 30 min, and rt for 3 h, and then was quenched with sat. NH4Cl and extracted with EtOAc (3×20 mL). The organic layer washed with brine, dried (Na2SO4), and conce...